From a dataset of the Open Reaction Database (ORD), a public repository of structured organic reaction records. describe an organic reaction: reactants, conditions, products, and yield Starting materials: ClC=1C=C(COCC(CN=[N+]=[N-])O)C=CC1 (3-(3-chlorobenzyloxy)-2-hydroxypropylazide), [H-].[Al+3].[Li+].[H-].[H-].[H-] (lithium aluminum hydride). Run in O1CCCC1 (tetrahydrofuran). The product is ClC=1C=C(COCC(CN)O)C=CC1 (3-(3-Chlorobenzyloxy)-2-hydroxypropylamine). The yield is 60.7%. RXN SMILES: [Cl:1][C:2]1[CH:3]=[C:4]([CH:14]=[CH:15][CH:16]=1)[CH2:5][O:6][CH2:7][CH:8]([OH:13])[CH2:9][N:10]=[N+]=[N-].[H-].[Al+3].[Li+].[H-].[H-].[H-]>O1CCCC1>[Cl:1][C:2]1[CH:3]=[C:4]([CH:14]=[CH:15][CH:16]=1)[CH2:5][O:6][CH2:7][CH:8]([OH:13])[CH2:9][NH2:10] |f:1.2.3.4.5.6|. Procedure: A procedure similar to that described in Preparation 13 was repeated, except that 6.22 g of 3-(3-chlorobenzyloxy)-2-hydroxypropylazide (prepared as described in Preparation 92), 1.97 g of lithium aluminum hydride and 120 ml of anhydrous tetrahydrofuran were used, to give 3.37 g of the title compound having an Rf value of 0.03 (on silica gel thin layer chromatography, using a mixture of ethyl acetate as the developing solvent). Starting materials: FC1=C(C=CC=C1)O (2-fluorophenol), BrCCCBr (1,3-dibromopropane), C([O-])([O-])=O.[K+].[K+] (potassium carbonate). The solvent is C(C)#N (acetonitril). Conditions: temperature 80 celsius. Yields the product BrCCCOC1=C(C=CC=C1)F (1-(3-Bromopropoxy)-2-fluorobenzene). The yield is 100.8%. Reaction SMILES: [F:1][C:2]1[CH:7]=[CH:6][CH:5]=[CH:4][C:3]=1[OH:8].[Br:9][CH2:10][CH2:11][CH2:12]Br.C(=O)([O-])[O-].[K+].[K+]>C(#N)C>[Br:9][CH2:10][CH2:11][CH2:12][O:8][C:3]1[CH:4]=[CH:5][CH:6]=[CH:7][C:2]=1[F:1] |f:2.3.4|. Procedure: A mixture of 2-fluorophenol (2.24 g, 20.0 mmol), 1,3-dibromopropane (20.3 mL, 200 mmol), and potassium carbonate (2.76 g, 20.0 mmol) in acetonitril (30 mL) was heated at 80° C. overnight. The reaction mixture was filtered and the filtrate was concentrated in vacuo to give 4.70 g of the title compound as a light yellow oil with a purity of ca. 80%. The product was used in the subsequent reaction step without further purification. The reactants are C(C)OCC (ethyl ether), BrC1=CC=C(CC2N(CCC3=CC(=CC=C23)OCC2=CC=CC=C2)C2=CC=C(C=C2)F)C=C1 (1-(4-Bromobenzyl)-6-phenylmethoxy-2-(4-fluorophenyl)-1,2,3,4-tetrahydroisoquinoline), N1CCCCC1 (piperidine), C1(=CC=CC=C1)C (toluene), CC(C)(C)[O-].[Na+] (NaOtBu). The reagents and catalysts are C=1C=CC(=CC1)/C=C/C(=O)/C=C/C2=CC=CC=C2.C=1C=CC(=CC1)/C=C/C(=O)/C=C/C2=CC=CC=C2.[Pd] (Pd(dba)2), CC1=C(C=CC=C1)P(C2=C(C=CC=C2)C)C3=C(C=CC=C3)C (P(o-tolyl)3). Solvent: [Cl-].[Na+].O (brine). Product: N1(CCCCC1)C1=CC=C(CCOC2N(CCC3=CC(=CC=C23)C2=CC=CC=C2)C2=CC=C(C=C2)F)C=C1 (1-{4-(N-Piperidyl)benzyl}-2-(4-fluorophenyl}-6-phenyl methoxy-1,2,3,4-tetrahydroisoquinoline). The yield is 49.0%. Reaction SMILES: BrC1C=C[C:5]([CH2:6][CH:7]2[C:16]3[C:11](=[CH:12][C:13](OCC4C=CC=CC=4)=[CH:14][CH:15]=3)[CH2:10][CH2:9][N:8]2[C:25]2[CH:30]=[CH:29][C:28]([F:31])=[CH:27][CH:26]=2)=CC=1.[NH:34]1[CH2:39][CH2:38][CH2:37][CH2:36][CH2:35]1.[C:40]1([CH3:46])[CH:45]=[CH:44][CH:43]=[CH:42][CH:41]=1.[CH3:47][C:48]([O-])(C)C.[Na+].[CH2:53]([O:55][CH2:56][CH3:57])C>[Cl-].[Na+].O.C1C=CC(/C=C/C(/C=C/C2C=CC=CC=2)=O)=CC=1.C1C=CC(/C=C/C(/C=C/C2C=CC=CC=2)=O)=CC=1.[Pd].CC1C=CC=CC=1P(C1C=CC=CC=1C)C1C=CC=CC=1C>[N:34]1([C:43]2[CH:44]=[CH:45][C:40]([CH2:46][CH2:53][O:55][CH:56]3[C:57]4[C:11](=[CH:12][C:13]([C:14]5[CH:5]=[CH:6][CH:7]=[CH:16][CH:15]=5)=[CH:47][CH:48]=4)[CH2:10][CH2:9][N:8]3[C:25]3[CH:26]=[CH:27][C:28]([F:31])=[CH:29][CH:30]=3)=[CH:41][CH:42]=2)[CH2:39][CH2:38][CH2:37][CH2:36][CH2:35]1 |f:3.4,6.7.8,9.10.11|. Procedure details: 1-(4-Bromobenzyl)-6-phenylmethoxy-2-(4-fluorophenyl)-1,2,3,4-tetrahydroisoquinoline (0.82 g, 1.6 mmol) and piperidine (0.17 g, 1.96 mmol) are placed in a 100 ml round bottom flask containing anh. toluene (50 mL) under nitrogen. NaOtBu (0.22 g, 2.3 mmol), Pd(dba)2 (0.029 g, 2 mol %) and P(o-tolyl)3 (0.02 g, 6 mol %) are added, and the mixture heated to reflux overnight. The reaction is cooled to RT and treated with brine and ethyl ether. The organic layer is dried over MgSO4 and purified by colum... Starting materials: Cc1cc(COc2ccc(C3=NOC(CC(=O)O)C3)cc2)c2ccccc2n1, CCN(C(C)C)C(C)C, Cl, NO, CN(C)C=O. Product: Cc1cc(COc2ccc(C3=NOC(CC(=O)NO)C3)cc2)c2ccccc2n1. As a reaction SMILES: [CH3:1][c:2]1[n:3][c:4]2[cH:5][cH:6][cH:7][cH:8][c:9]2[c:10]([CH2:12][O:13][c:14]2[cH:15][cH:16][c:17]([C:20]3=[N:21][O:22][CH:23]([CH2:25][C:26](=[O:27])[OH:28])[CH2:24]3)[cH:18][cH:19]2)[cH:11]1.[CH:29]([N:30]([CH:31]([CH3:32])[CH3:33])[CH2:34][CH3:35])([CH3:36])[CH3:37].[ClH:38].[NH2:39][OH:40].[O:41]=[CH:42][N:43]([CH3:44])[CH3:45]>>[CH3:1][c:2]1[n:3][c:4]2[cH:5][cH:6][cH:7][cH:8][c:9]2[c:10]([CH2:12][O:13][c:14]2[cH:15][cH:16][c:17]([C:20]3=[N:21][O:22][CH:23]([CH2:25][C:26](=[O:28])[NH:39][OH:40])[CH2:24]3)[cH:18][cH:19]2)[cH:11]1.